This data is from the Open Reaction Database (ORD), a public repository of structured organic reaction records. The task is: describe an organic reaction: reactants, conditions, products, and yield RXN SMILES: [Cl:1][C:2]1[CH:10]=[CH:9][CH:8]=[CH:7][C:3]=1[C:4]([OH:6])=O.[N-]1C=CN=C1.C1N=CN(C(N2C=NC=C2)=O)C=1.[CH2:28]([C:32]1[C:36]([CH2:37][C:38]2[CH:43]=[CH:42][C:41]([C:44]3[CH:49]=[CH:48][CH:47]=[CH:46][C:45]=3[S:50](=[O:53])(=[O:52])[NH2:51])=[CH:40][C:39]=2[F:54])=[C:35]([C:55]#[N:56])[N:34]([C:57]2[CH:62]=[C:61]([C:63](=[O:69])[NH:64][CH2:65][CH2:66][CH2:67][CH3:68])[CH:60]=[CH:59][C:58]=2[C:70]([F:73])([F:72])[F:71])[N:33]=1)[CH2:29][CH2:30][CH3:31].C1CCN2C(=NCCC2)CC1>>[CH2:28]([C:32]1[C:36]([CH2:37][C:38]2[CH:43]=[CH:42][C:41]([C:44]3[CH:49]=[CH:48][CH:47]=[CH:46][C:45]=3[S:50](=[O:52])(=[O:53])[NH:51][C:4](=[O:6])[C:3]3[CH:7]=[CH:8][CH:9]=[CH:10][C:2]=3[Cl:1])=[CH:40][C:39]=2[F:54])=[C:35]([C:55]#[N:56])[N:34]([C:57]2[CH:62]=[C:61]([C:63](=[O:69])[NH:64][CH2:65][CH2:66][CH2:67][CH3:68])[CH:60]=[CH:59][C:58]=2[C:70]([F:72])([F:71])[F:73])[N:33]=1)[CH2:29][CH2:30][CH3:31]. Procedure details: Following the procedure of Example 1, Step H, 2-chlorobenzoic acid is converted to its imidazolide with CDI and subsequently reacted with 3-n-butyl-1-[5-(N-n-butylcarbamoyl)-2-(trifluoromethyl)phenyl]-4-[(3-fluoro-2'-sulfamoylbiphenyl-4-yl)methyl]-1H-pyrazole-5-carbonitrile (from Step L) in the presence of DBU to yield the title compound. Product: C(CCC)C1=NN(C(=C1CC1=C(C=C(C=C1)C1=C(C=CC=C1)S(NC(C1=C(C=CC=C1)Cl)=O)(=O)=O)F)C#N)C1=C(C=CC(=C1)C(NCCCC)=O)C(F)(F)F (3-n-Butyl-1-[5-(N-n-butylcarbamoyl)-2-(trifluoromethyl)phenyl]-4-[[2'-[N-(2-chlorobenzoyl)sulfamoyl]-3-fluorobiphenyl-4-yl]methyl]-1H-pyrazole-5-carbonitrile). Starting materials: ClC1=C(C(=O)O)C=CC=C1 (2-chlorobenzoic acid), [N-]1C=NC=C1 (imidazolide), C1=CN(C=N1)C(=O)N2C=CN=C2 (CDI), C(CCC)C1=NN(C(=C1CC1=C(C=C(C=C1)C1=C(C=CC=C1)S(N)(=O)=O)F)C#N)C1=C(C=CC(=C1)C(NCCCC)=O)C(F)(F)F (3-n-Butyl-1-[5-(N-n-butylcarbamoyl)-2-(trifluoromethyl)phenyl]-4-[(3-fluoro-2'-sulfamoylbiphenyl-4-yl)methyl]-1H-pyrazole-5-carbonitrile), C1CCC2=NCCCN2CC1 (DBU). Reactants: NC1=CC=CC=2C(C3=CC=CC=C3C(C12)=O)=O (1-aminoanthraquinone), NC(=S)N (thiourea), CS(=O)C (DMSO). Reaction conditions: temperature 140 celsius. Yields the product C1=NC=NC2=C1C1=CC3=CC=CC=C3C=C1C=C2 (anthrapyrimidine). Yield: 33.0%. RXN SMILES: [NH2:1][C:2]1[C:15]2[C:14](=O)[C:13]3[C:8](=[CH:9][CH:10]=[CH:11][CH:12]=3)[C:7](=O)[C:6]=2[CH:5]=[CH:4][CH:3]=1.N[C:19]([NH2:21])=S.[CH3:22]S(C)=O>>[CH:22]1[C:15]2[C:6]3[C:5]([CH:4]=[CH:3][C:2]=2[N:1]=[CH:19][N:21]=1)=[CH:14][C:13]1[C:8](=[CH:9][CH:10]=[CH:11][CH:12]=1)[CH:7]=3. Procedure: To a 20 mL microwave reaction vial with a micro magnetic stir bar, were added 0.300 g of 1-aminoanthraquinone, 0.207 g of thiourea and 3 mL of DMSO. Then the vial was sealed and heated with microwave at 140° C. for 20 hours. A dark brown gel like mixture was obtained which was purified in a similar fashion with hexane/EtOAc (5:1 to 1:1) as the eluent, and 0.103 g of anthrapyrimidine was obtained, in a yield of 33.0%. The reactants are BrC=1C=C(C#N)C=C(C1)Br (3,5-dibromobenzonitrile), S1C=C(C=C1)B(O)O (thiophene-3-boronic acid), C1(=C(C=CC=C1)P(C1=C(C=CC=C1)C)C1=C(C=CC=C1)C)C (tri-o-tolylphosphine), C([O-])([O-])=O.[Na+].[Na+] (sodium carbonate). The reagents and catalysts are Cl[Pd]([P](C1=CC=CC=C1)(C2=CC=CC=C2)C3=CC=CC=C3)([P](C4=CC=CC=C4)(C5=CC=CC=C5)C6=CC=CC=C6)Cl (dichlorobis(triphenylphosphine)palladium(II)). Solvent: C(C)#N (acetonitrile). Yields the product BrC=1C=C(C#N)C=C(C1)C1=CSC=C1 (3-bromo-5-(thien-3-yl)benzonitrile). RXN SMILES: Br[C:2]1[CH:3]=[C:4]([CH:7]=[C:8]([Br:10])[CH:9]=1)[C:5]#[N:6].[S:11]1[CH:15]=[CH:14][C:13](B(O)O)=[CH:12]1.C1(C)C=CC=CC=1P(C1C=CC=CC=1C)C1C=CC=CC=1C.C(=O)([O-])[O-].[Na+].[Na+]>C(#N)C.Cl[Pd](Cl)([P](C1C=CC=CC=1)(C1C=CC=CC=1)C1C=CC=CC=1)[P](C1C=CC=CC=1)(C1C=CC=CC=1)C1C=CC=CC=1>[Br:10][C:8]1[CH:7]=[C:4]([CH:3]=[C:2]([C:13]2[CH:14]=[CH:15][S:11][CH:12]=2)[CH:9]=1)[C:5]#[N:6] |f:3.4.5,^1:52,71|. Reported procedure: A mixture of 3,5-dibromobenzonitrile (3 g, 11.5 mmol), thiophene-3-boronic acid (2.35 g, 18 mmol), dichlorobis(triphenylphosphine)palladium(II)(1.21 g, 1.7 mmol), tri-o-tolylphosphine (0.524 g, 1.7 mmol), sodium carbonate (3.46 g, 33 mmol) in aqueous acetonitrile (1:10), 110 mL) was refluxed under nitrogen for 6 hours, cooled to room temperature, concentrated under reduced pressure, suspended in hydrochloric acid (2N, 50 mL), and extracted with diethyl ether (3×80 mL). The combined organic extra... Starting materials: C1=CC=CC=2C(C3=C(C=CC21)C=CC=C3)=C3CCNCC3 (4-(5H-dibenzo[a,d]cyclohepten-5-ylidene)piperidine), C(C=C)(=O)OCC (ethyl acrylate), [OH-].[Na+] (sodium hydroxide). Solvent: CO (methanol). The product is C1=CC=CC=2C(C3=C(C=CC21)C=CC=C3)=C3CCN(CC3)CCC(=O)O (4-(5H-Dibenzo[a,d]cyclohepten-5-ylidene)-1-piperidinepropionic acid). Yield: 108.4%. RXN SMILES: [CH:1]1[C:11]2[CH:10]=[CH:9][C:8]3[CH:12]=[CH:13][CH:14]=[CH:15][C:7]=3[C:6](=[C:16]3[CH2:21][CH2:20][NH:19][CH2:18][CH2:17]3)[C:5]=2[CH:4]=[CH:3][CH:2]=1.[C:22]([O:26]CC)(=[O:25])[CH:23]=[CH2:24].[OH-].[Na+]>CO>[CH:1]1[C:11]2[CH:10]=[CH:9][C:8]3[CH:12]=[CH:13][CH:14]=[CH:15][C:7]=3[C:6](=[C:16]3[CH2:17][CH2:18][N:19]([CH2:24][CH2:23][C:22]([OH:26])=[O:25])[CH2:20][CH2:21]3)[C:5]=2[CH:4]=[CH:3][CH:2]=1 |f:2.3|. Reported procedure: A mixture of 146 g of 4-(5H-dibenzo[a,d]cyclohepten-5-ylidene)piperidine, 73.0 g of ethyl acrylate and 500 ml of methanol was refluxed for 1 hr and then 675 ml of 2N sodium hydroxide aqueous solution was added to the reaction mixture. The reaction mixture was refluxed for 1 hr and concentrated. Water was added to the residue and adjusted to pH 4 with hydrochloric acid. The precipitate was collected by filtration to give 200 g of colorless crystals, which were recrystallized from a mixture of wat... Reactants: CC=1NC2=CC=CC=C2C1C (2,3-dimethylindole), ClC=1C=CC(=C(C1)N=C=S)C (5-chloro-2-methylphenylisothiocyanate), CCCCCC (hexane), [H-].[K+] (potassium hydride). Procedure details: A stirred slurry of hexane washed potassium hydride (1.38 g, 34.5 mmol) in 10 mL of dry THF was treated dropwise with a solution of 2,3-dimethylindole (5.0 g, 34.5 mmol) in 30 mL THF. The mixture was stirred until a clear solution was obtained. A solution of 5-chloro-2-methylphenylisothiocyanate (6.3 g, 34.5 mmol) in 5 mL THF was slowly added and stirring was continued for 16 hours. The reaction mixture was concentrated in vacuo and the residue partitioned between EtOAc and 1N HCl. The organic l... The solvent is C1CCOC1 (THF), C1CCOC1 (THF), C1CCOC1 (THF). Isolated yield 66.1%. The product is ClC=1C=CC(=C(C1)NC(=S)N1C(=C(C2=CC=CC=C12)C)C)C (N-(5-Chloro-2-methylphenyl)-2,3-dimethyl-1H-indole-1-carbothioic acid amide). RXN SMILES: CCCCCC.[H-].[K+].[CH3:9][C:10]1[NH:11][C:12]2[C:17]([C:18]=1[CH3:19])=[CH:16][CH:15]=[CH:14][CH:13]=2.[Cl:20][C:21]1[CH:22]=[CH:23][C:24]([CH3:30])=[C:25]([N:27]=[C:28]=[S:29])[CH:26]=1>C1COCC1>[Cl:20][C:21]1[CH:22]=[CH:23][C:24]([CH3:30])=[C:25]([NH:27][C:28]([N:11]2[C:12]3[C:17](=[CH:16][CH:15]=[CH:14][CH:13]=3)[C:18]([CH3:19])=[C:10]2[CH3:9])=[S:29])[CH:26]=1 |f:1.2|. Conditions: time 16 hour. Reactants: ON=C(C(=O)OCC)C(C)=O (Ethyl 2-hydroxyimino-3-oxobutyrate), C([O-])([O-])=O.[K+].[K+] (potassium carbonate), C(CCCCC)Br (n-hexyl bromide). Product: C(CCCCC)ON=C(C(=O)OCC)C(C)=O (ethyl 2-n-hexyloxyimino-3-oxobutyrate). RXN SMILES: [OH:1][N:2]=[C:3]([C:9](=[O:11])[CH3:10])[C:4]([O:6][CH2:7][CH3:8])=[O:5].C(=O)([O-])[O-].[K+].[K+].[CH2:18](Br)[CH2:19][CH2:20][CH2:21][CH2:22][CH3:23]>>[CH2:18]([O:1][N:2]=[C:3]([C:9](=[O:11])[CH3:10])[C:4]([O:6][CH2:7][CH3:8])=[O:5])[CH2:19][CH2:20][CH2:21][CH2:22][CH3:23] |f:1.2.3|. Reported procedure: Ethyl 2-hydroxyimino-3-oxobutyrate (syn isomer, 40 g.), N,N-dimethylformaide (200 ml.), potassium carbonate (52 g.) and n-hexyl bromide (41.4 g.) were treated in a similar manner to that of Example F-(1) to give ethyl 2-n-hexyloxyimino-3-oxobutyrate (syn isomer, 60.7 g. oil.